describe an organic reaction: reactants, conditions, products, and yield From a dataset of the Open Reaction Database (ORD), a public repository of structured organic reaction records. Reaction conditions: temperature 60 celsius. Reactants: CN1CCNCC1 (N-Methylpiperazine), C=O (formaldehyde), CC1=C(NC(=C1)C)C=C1C(NC2=CC=CC=C12)=O (3-(3,5-dimethyl-1H-pyrrol-2-ylmethylidene)-1,3-dihydro-indol-2-one). Procedure details: N-Methylpiperazine (10 g, 100 mmol) was added to a stirred solution of aqueous formaldehyde (10 g of 38% solution, 100 mmol) and 3-(3,5-dimethyl-1H-pyrrol-2-ylmethylidene)-1,3-dihydro-indol-2-one, (2.38 g, 10 mmol) in methanol (100 mL). The solution heated at 60° C. for 1 h, concentrated to a low volume and the precipitate was filtered off, washed with methanol, and dried to give 2.38 g of the title compound, mp 160-164° C. HPLC Rt 4.72 min. 1H NMR (CDCl3) δ 2.26 (s, 3H), 2.33 (s, 3H), 2.38 (s, ... Reaction SMILES: [CH3:1][N:2]1[CH2:7][CH2:6][NH:5][CH2:4][CH2:3]1.[CH2:8]=O.[CH3:10][C:11]1[CH:15]=[C:14]([CH3:16])[NH:13][C:12]=1[CH:17]=[C:18]1[C:26]2[C:21](=[CH:22][CH:23]=[CH:24][CH:25]=2)[NH:20][C:19]1=[O:27]>CO>[CH3:10][C:11]1[CH:15]=[C:14]([CH3:16])[NH:13][C:12]=1/[CH:17]=[C:18]1\[C:19](=[O:27])[N:20]([CH2:1][N:2]2[CH2:7][CH2:6][N:5]([CH3:8])[CH2:4][CH2:3]2)[C:21]2[CH:26]\1[CH2:25][CH:24]=[CH:23][CH:22]=2. Yield: 67.5%. Product: CC1=C(NC(=C1)C)\C=C\1/C(N(C2=CC=CCC12)CN1CCN(CC1)C)=O ((3Z)-3-[(3,5-dimethyl-1H-pyrrol-2-yl)-methylidene]-1-[1-(4-methylpiperazinyl)methyl]-dihydro-2H-indol-2-one). The solvent is CO (methanol).